From a dataset of the Open Reaction Database (ORD), a public repository of structured organic reaction records. describe an organic reaction: reactants, conditions, products, and yield Starting materials: CC=1NC(=C(N1)C)C=1C=C(C(=O)O)C=CC1C (3-(2,4-dimethyl-1H-imidazol-5-yl)-4-methylbenzoic acid), IC1=C(N=C(N1)C1OCCC1)C (5-iodo-4-methyl-2-(tetrahydrofuran-2-yl)-1H-imidazole), IC1=C(N=C(N1)C1OCCC1)C (5-iodo-4-methyl-2-(tetrahydrofuran-2-yl)-1H-imidazole), IC1=C(N=C(N1)C)C (5-iodo-2,4-dimethyl-1H-imidazole). The product is CC1=C(C=C(C(=O)O)C=C1)C1=C(N=C(N1)C1OCCC1)C (4-Methyl-3-(4-methyl-2-(tetrahydrofuran-2-yl)-1H-imidazol-5-yl)benzoic acid). As a reaction SMILES: [CH3:1][C:2]1[NH:3][C:4]([C:8]2[CH:9]=[C:10]([CH:14]=[CH:15][C:16]=2[CH3:17])[C:11]([OH:13])=[O:12])=[C:5]([CH3:7])[N:6]=1.IC1NC([CH:24]2[CH2:28][CH2:27]C[O:25]2)=NC=1C.IC1NC(C)=NC=1C>>[CH3:17][C:16]1[CH:15]=[CH:14][C:10]([C:11]([OH:13])=[O:12])=[CH:9][C:8]=1[C:4]1[NH:3][C:2]([CH:1]2[CH2:27][CH2:28][CH2:24][O:25]2)=[N:6][C:5]=1[CH3:7]. Reported procedure: The title compound was prepared using standard chemical manipulations and procedures similar to those used for the preparation of compound 5.7, except 5-iodo-4-methyl-2-(tetrahydrofuran-2-yl)-1H-imidazole (compound 173.1) was used in place of 5-iodo-2,4-dimethyl-1H-imidazole (compound 5.5). Starting materials: [N+](=O)([O-])C1=C2CCCC2=CC=C1NC(C)=O (N-(4-nitro-2,3-dihydro-1H-inden-5-yl)acetamide). The solvent is Cl (HCl), O (water). Reaction conditions: temperature 100 celsius. Product: [N+](=O)([O-])C1=C2CCCC2=CC=C1N (4-Nitro-5-indanamine). The yield is 94.7%. Reaction SMILES: [N+:1]([C:4]1[C:12]([NH:13]C(=O)C)=[CH:11][CH:10]=[C:9]2[C:5]=1[CH2:6][CH2:7][CH2:8]2)([O-:3])=[O:2]>Cl.O>[N+:1]([C:4]1[C:12]([NH2:13])=[CH:11][CH:10]=[C:9]2[C:5]=1[CH2:6][CH2:7][CH2:8]2)([O-:3])=[O:2]. Procedure details: A suspension of N-(4-nitro-2,3-dihydro-1H-inden-5-yl)acetamide (0.90 g, 4.09 mmol) in 5 M HCl was heated at 100° C. for 16 h. The suspension was cooled to 20° C., diluted with water (100 mL), filtered, washed with water (3×15 mL) and dried to give 4-nitro-5-indanamine 3 (Schroeder, E, et al., European J. Med. Chem. 1982, 17, 35) (0.69 g, 95%) as an orange solid: mp (H2O) 105-107° C.; 1H NMR δ 7.17 (d, J=8.2 Hz, 1H, H-7), 6.62 (d, J=8.2 Hz, 1H, H-6), 5.73 (br s, 2H, NH2), 3.32 (br t, J=7.5 Hz, 2H...